From a dataset of the Open Reaction Database (ORD), a public repository of structured organic reaction records. describe an organic reaction: reactants, conditions, products, and yield Reported procedure: To a solution of 86 mg (0.19 mmole) of 7-amino-3-[3-(4-carbamoylpyridinio)-1-(E)-propenyl]-3-cephem-4-carboxylate hydrochloride (XXII-H) in 2 ml of 50% aqueous acetone was added 63 mg of 2-propargyloxyimino-2-(5-amino-1,2,4-thiadiazol-3-yl)acetyl chloride hydrochloride (from Preparation No. 26). The suspension was maintained at pH 6.5-7.0 with 2N Na2CO3 and then stirred at room temperature for 1 hour. The reaction mixture was acidified to pH 2 with 1N HCl and concentrated in vacuo. The residue w... Solvent: CC(=O)C (acetone). Run at time 1 hour. The yield is 12.0%. RXN SMILES: Cl.[NH2:2][CH:3]1[C:25](=[O:26])[N:5]2[C:6]([C:22]([O-:24])=[O:23])=[C:7](/[CH:10]=[CH:11]/[CH2:12][N+:13]3[CH:18]=[CH:17][C:16]([C:19](=[O:21])[NH2:20])=[CH:15][CH:14]=3)[CH2:8][S:9][C@H:4]12.Cl.[CH2:28]([O:31][N:32]=[C:33]([C:37]1[N:41]=[C:40]([NH2:42])[S:39][N:38]=1)[C:34](Cl)=[O:35])[C:29]#[CH:30].C([O-])([O-])=O.[Na+].[Na+].Cl>CC(C)=O>[NH2:42][C:40]1[S:39][N:38]=[C:37]([C:33](=[N:32][O:31][CH2:28][C:29]#[CH:30])[C:34]([NH:2][CH:3]2[C:25](=[O:26])[N:5]3[C:6]([C:22]([O-:24])=[O:23])=[C:7]([CH:10]=[CH:11][CH2:12][N+:13]4[CH:14]=[CH:15][C:16]([C:19](=[O:21])[NH2:20])=[CH:17][CH:18]=4)[CH2:8][S:9][C@H:4]23)=[O:35])[N:41]=1 |f:0.1,2.3,4.5.6|. Reactants: Cl.NC1[C@@H]2N(C(=C(CS2)\C=C\C[N+]2=CC=C(C=C2)C(N)=O)C(=O)[O-])C1=O (7-amino-3-[3-(4-carbamoylpyridinio)-1-(E)-propenyl]-3-cephem-4-carboxylate hydrochloride), Cl.C(C#C)ON=C(C(=O)Cl)C1=NSC(=N1)N (2-propargyloxyimino-2-(5-amino-1,2,4-thiadiazol-3-yl)acetyl chloride hydrochloride), Cl (HCl), C(=O)([O-])[O-].[Na+].[Na+] (Na2CO3). The product is NC1=NC(=NS1)C(C(=O)NC1[C@@H]2N(C(=C(CS2)C=CC[N+]2=CC=C(C=C2)C(N)=O)C(=O)[O-])C1=O)=NOCC#C (7-[2-(5-Amino-1,2,4-thiadiazol-3-yl)-2-propargyloxyiminoacetamido]-3-[3-(4-carbamoylpyridinio)-1-propenyl]-3-cephem-4-carboxylate). Starting materials: FC=1C=C(N)C=CC1OC1=C2C(=NC=C1)C=C(S2)C=2N=CN(C2)COC (3-fluoro-4-(2-(1-(methoxymethyl)-1H-imidazol-4-yl)thieno[3,2-b]pyridin-7-yloxy)aniline), COC1=C(C=CC=C1)NC(CC(=O)O)=O (3-(2-Methoxyphenylamino)-3-oxopropanoic acid), C=1C=CC2=C(C1)N=NN2O (HOBT), C(CCl)Cl (EDC). Run in CN(C)C=O (DMF). Reaction conditions: time 8 hour. The product is FC=1C=C(C=CC1OC1=C2C(=NC=C1)C=C(S2)C=2N=CN(C2)COC)NC(CC(=O)NC2=C(C=CC=C2)OC)=O (N1-(3-Fluoro-4-(2-(1-(methoxymethyl)-1H-imidazol-4-yl)thieno[3,2-b]pyridin-7-yloxy)phenyl)-N3-(2-methoxyphenyl)malonamide). Yield: 72.2%. As a reaction SMILES: [F:1][C:2]1[CH:3]=[C:4]([CH:6]=[CH:7][C:8]=1[O:9][C:10]1[CH:15]=[CH:14][N:13]=[C:12]2[CH:16]=[C:17]([C:19]3[N:20]=[CH:21][N:22]([CH2:24][O:25][CH3:26])[CH:23]=3)[S:18][C:11]=12)[NH2:5].[CH3:27][O:28][C:29]1[CH:34]=[CH:33][CH:32]=[CH:31][C:30]=1[NH:35][C:36](=[O:41])[CH2:37][C:38](O)=[O:39].C1C=CC2N(O)N=NC=2C=1.C(Cl)CCl>CN(C=O)C>[F:1][C:2]1[CH:3]=[C:4]([NH:5][C:38](=[O:39])[CH2:37][C:36]([NH:35][C:30]2[CH:31]=[CH:32][CH:33]=[CH:34][C:29]=2[O:28][CH3:27])=[O:41])[CH:6]=[CH:7][C:8]=1[O:9][C:10]1[CH:15]=[CH:14][N:13]=[C:12]2[CH:16]=[C:17]([C:19]3[N:20]=[CH:21][N:22]([CH2:24][O:25][CH3:26])[CH:23]=3)[S:18][C:11]=12. Reported procedure: To a solution of 95 (136 mg, 0.37 mmol) in dry DMF (7 ml) was added the acid 27 (300 mg, 3.0 eq, 1.1 mmol), HOBT (74 mg, 1.5 eq, 0.55 mmol) and EDC (210 mg, 3.0 eq, 1.1 mmol) and the reaction mixture was stirred at RT overnight. The reaction mixture was concentrated to dryness and partitioned between EtOAc and sat NaHCO3 soln, the organic phase was collected, dried over anhydrous sodium sulfate and filtered. The solvent was removed under reduced pressure and the crude was triturated with Et2O to... Reactants: O=C([O-])[O-], CCOC(C)=O, CN(C)C=O, COc1ccc(-c2nc(O)nn2-c2ccc(OC)cc2)cc1, FC(F)(F)CI, [K+], [K+], O. The product is COc1ccc(-c2nc(OCC(F)(F)F)nn2-c2ccc(OC)cc2)cc1. RXN SMILES: [C:1](=[O:2])([O-:3])[O-:4].[CH3:35][CH2:36][O:37][C:38](=[O:39])[CH3:40].[CH3:41][N:42]([CH3:43])[CH:44]=[O:45].[CH3:7][O:8][c:9]1[cH:10][cH:11][c:12](-[n:15]2[n:16][c:17]([OH:28])[n:18][c:19]2-[c:20]2[cH:21][cH:22][c:23]([O:26][CH3:27])[cH:24][cH:25]2)[cH:13][cH:14]1.[F:29][C:30]([CH2:31][I:32])([F:33])[F:34].[K+:5].[K+:6].[OH2:46]>>[CH3:7][O:8][c:9]1[cH:10][cH:11][c:12](-[n:15]2[n:16][c:17]([O:28][CH2:31][C:30]([F:29])([F:33])[F:34])[n:18][c:19]2-[c:20]2[cH:21][cH:22][c:23]([O:26][CH3:27])[cH:24][cH:25]2)[cH:13][cH:14]1. Starting materials: C(C)(C)N(C(=O)C1=NC=C(C=C1)C(F)(F)F)C(C)C (5-Trifluoromethyl-pyridine-2-carboxylic acid diisopropylamide), CON(C(C)=O)C (N-methoxy-N-methylacetamide). The product is C(C)(C)N(C(=O)C1=NC=C(C=C1C(C)=O)C(F)(F)F)C(C)C (3-Acetyl-5-trifluoromethyl-pyridine-2-carboxylic acid diisopropylamide). As a reaction SMILES: [CH:1]([N:4]([CH:17]([CH3:19])[CH3:18])[C:5]([C:7]1[CH:12]=[CH:11][C:10]([C:13]([F:16])([F:15])[F:14])=[CH:9][N:8]=1)=[O:6])([CH3:3])[CH3:2].CON(C)[C:23](=[O:25])[CH3:24]>>[CH:17]([N:4]([CH:1]([CH3:3])[CH3:2])[C:5]([C:7]1[C:12]([C:23](=[O:25])[CH3:24])=[CH:11][C:10]([C:13]([F:16])([F:14])[F:15])=[CH:9][N:8]=1)=[O:6])([CH3:19])[CH3:18]. Procedure: Prepared in analogy to Example A17(b) from 5-Trifluoromethyl-pyridine-2-carboxylic acid diisopropylamide (CAS: 765298-31-5) and N-methoxy-N-methylacetamide instead of dimethylformamide. Orange solid. MS (m/e): 317.1 ([M+H]+, 100%) Yields the product CC(C)(C)OC(=O)N1CCC(c2nc(-c3ccc(F)c(F)c3)cn2CCO)CC1. As a reaction SMILES: [C:1]([CH3:2])([CH3:3])([CH3:4])[O:5][C:6](=[O:7])[N:8]1[CH2:9][CH2:10][CH:11]([c:14]2[n:15]([CH2:27][CH2:28][O:29][Si:30]([C:31]([CH3:32])([CH3:33])[CH3:34])([CH3:35])[CH3:36])[cH:16][c:17](-[c:19]3[cH:20][c:21]([F:26])[c:22]([F:25])[cH:23][cH:24]3)[n:18]2)[CH2:12][CH2:13]1.[CH2:55]1[O:56][CH2:57][CH2:58][CH2:59]1.[CH3:38][CH2:39][CH2:40][CH2:41][N+:42]([CH2:43][CH2:44][CH2:45][CH3:46])([CH2:47][CH2:48][CH2:49][CH3:50])[CH2:51][CH2:52][CH2:53][CH3:54].[F-:37]>>[C:1]([CH3:2])([CH3:3])([CH3:4])[O:5][C:6](=[O:7])[N:8]1[CH2:9][CH2:10][CH:11]([c:14]2[n:15]([CH2:27][CH2:28][OH:29])[cH:16][c:17](-[c:19]3[cH:20][c:21]([F:26])[c:22]([F:25])[cH:23][cH:24]3)[n:18]2)[CH2:12][CH2:13]1. Starting materials: CC(C)(C)OC(=O)N1CCC(c2nc(-c3ccc(F)c(F)c3)cn2CCO[Si](C)(C)C(C)(C)C)CC1, C1CCOC1, CCCC[N+](CCCC)(CCCC)CCCC, [F-]. Starting materials: C(C)(C)(C)OC(=O)N1[C@@H](CC[C@H]1C#N)C(=O)OC(C)(C)C ((S)-di-tert-butyl-5-cyanopyrrolidine-1,2-dicarboxylate), CC(=O)O.O (AcOH H2O). Reagents/catalysts: [Ni].O (Ni H2O). The solvent is O (water). Reaction conditions: temperature 80 celsius, time 72 hour. Product: C(C)(C)(C)OC(=O)N1[C@@H](CC[C@H]1C=O)C(=O)OC(C)(C)C ((S)-di-tert-butyl-5-formylpyrrolidine-1,2-dicarboxylate). Yield: 51.0%. RXN SMILES: [C:1]([O:5][C:6]([N:8]1[C@H:12]([C:13]#N)[CH2:11][CH2:10][C@H:9]1[C:15]([O:17][C:18]([CH3:21])([CH3:20])[CH3:19])=[O:16])=[O:7])([CH3:4])([CH3:3])[CH3:2].CC(O)=[O:24].O>[Ni].O.O>[C:1]([O:5][C:6]([N:8]1[C@H:12]([CH:13]=[O:24])[CH2:11][CH2:10][C@H:9]1[C:15]([O:17][C:18]([CH3:21])([CH3:20])[CH3:19])=[O:16])=[O:7])([CH3:4])([CH3:3])[CH3:2] |f:1.2,3.4|. Reported procedure: 90 g Raney-Ni/H2O (50 w % in water, Acros) was added to a solution of 17.905 g (60.42 mmol) of the cyanide 110 in 640 ml Py/AcOH/H2O (2:1:1) and stirred under hydrogen for 72 h at 80° C. 300 ml water was added to the suspension, and the suspension was extracted 3× with 800 ml MTBE each. The combined organic phases were washed twice with water, dried over magnesium sulfate, and the solvent was removed at reduced pressure. The residue was filtered with 1000 ml EtOAc/CyHex (1:1) over silica gel, an... The reactants are Nc1ncc(Br)nc1Br, CCN(C(C)C)C(C)C, CCO, NCc1c[nH]c2ncccc12. The product is Nc1ncc(Br)nc1NCc1c[nH]c2ncccc12. RXN SMILES: [Br:12][c:13]1[c:14]([NH2:20])[n:15][cH:16][c:17]([Br:19])[n:18]1.[CH2:21]([N:22]([CH:23]([CH3:24])[CH3:25])[CH:26]([CH3:27])[CH3:28])[CH3:29].[CH3:30][CH2:31][OH:32].[nH:1]1[cH:2][c:3]([CH2:10][NH2:11])[c:4]2[c:5]1[n:6][cH:7][cH:8][cH:9]2>>[nH:1]1[cH:2][c:3]([CH2:10][NH:11][c:13]2[c:14]([NH2:20])[n:15][cH:16][c:17]([Br:19])[n:18]2)[c:4]2[c:5]1[n:6][cH:7][cH:8][cH:9]2. Starting materials: NC1=NC(=CC(=C1)C)C (2-amino-4,6-dimethylpyridine), BrN1C(CCC1=O)=O (N-bromosuccinimide). The solvent is C(C)#N (acetonitrile). Reaction conditions: time 5 hour. Yields the product NC1=NC(=C(C(=C1)C)Br)C (2-Amino-5-bromo-4,6-dimethylpyridine). RXN SMILES: [NH2:1][C:2]1[CH:7]=[C:6]([CH3:8])[CH:5]=[C:4]([CH3:9])[N:3]=1.[Br:10]N1C(=O)CCC1=O>C(#N)C>[NH2:1][C:2]1[CH:7]=[C:6]([CH3:8])[C:5]([Br:10])=[C:4]([CH3:9])[N:3]=1. Reported procedure: To a stirred solution containing 2.00 g (16.32 mmol) of 2-amino-4,6-dimethylpyridine in 25 mL of acetonitrile were added 2.90 g (16.32 mmol) of N-bromosuccinimide. The reaction mixture was stirred at room temperature under argon atmosphere for 5 h. The formed precipitate was filtered and dried to afford the expected product as a white solid: yield 2.76 g (84%). 1H-NMR (CDCl3) δ 6.22 (s, 1H), 4.39 (br, 2H), 2.48 (s, 3H), 2.25 (s, 3H); 13C-NMR (CDCl3) δ156.34, 155.23, 148.64, 112.26, 108.10, 25.10... Starting materials: BrC=1C=C(C=NC1Cl)S(=O)(=O)Cl (5-Bromo-6-chloro-pyridine-3-sulfonyl chloride), S(=O)([O-])[O-].[Na+].[Na+] (sodium sulfite), C([O-])(O)=O.[Na+] (sodium bicarbonate), O (water). Solvent: CCO (EtOH). Conditions: time 12 hour. Yields the product BrC=1C=C(C=NC1Cl)SO (5-Bromo-6-chloro-pyridine-3-sulphenic acid). As a reaction SMILES: [Br:1][C:2]1[CH:3]=[C:4]([S:9](Cl)(=O)=[O:10])[CH:5]=[N:6][C:7]=1[Cl:8].S([O-])([O-])=O.[Na+].[Na+].C(=O)(O)[O-].[Na+].O>CCO>[Br:1][C:2]1[CH:3]=[C:4]([S:9][OH:10])[CH:5]=[N:6][C:7]=1[Cl:8] |f:1.2.3,4.5|. Reported procedure: 5-Bromo-6-chloro-pyridine-3-sulfonyl chloride (2.5 g, 8.6 mmol), sodium sulfite (2.0 g, 16.1 mmol), and sodium bicarbonate (1.4 g, 16.9 mmol) were dissolved into water (8 mL) and EtOH (3 mL). The reaction mixture was allowed to stir at RT for 12 hours. TLC analysis showed loss of SM and formation of a very polar new spot. Reaction mixture was concentrated in vacuo resulting in a white solid and was used without further purification. ESI-MS (m/z): Calcd. for C5H3BrClNO2S: 255.8 (M+H); found: 256.... Starting materials: COS(=O)(=O)OC, CN(C)C=O, Cc1nnc(-c2cc(-n3c(=O)cc(C(F)(F)F)[nH]c3=O)c(F)cc2Cl)o1, [H-], [H][H], [Na+]. Product: Cc1nnc(-c2cc(-n3c(=O)cc(C(F)(F)F)n(C)c3=O)c(F)cc2Cl)o1. Reaction SMILES: [CH3:31][O:32][S:33](=[O:34])(=[O:35])[O:36][CH3:37].[CH3:38][N:39]([CH3:40])[CH:41]=[O:42].[Cl:3][c:4]1[cH:5][c:6]([F:28])[c:7](-[n:16]2[c:17](=[O:27])[nH:18][c:19]([C:23]([F:24])([F:25])[F:26])[cH:20][c:21]2=[O:22])[cH:8][c:9]1-[c:10]1[o:11][c:12]([CH3:15])[n:13][n:14]1.[H-:1].[H:29][H:30].[Na+:2]>>[Cl:3][c:4]1[cH:5][c:6]([F:28])[c:7](-[n:16]2[c:17](=[O:27])[n:18]([CH3:31])[c:19]([C:23]([F:24])([F:25])[F:26])[cH:20][c:21]2=[O:22])[cH:8][c:9]1-[c:10]1[o:11][c:12]([CH3:15])[n:13][n:14]1.